The task is: describe an organic reaction: reactants, conditions, products, and yield. This data is from the Open Reaction Database (ORD), a public repository of structured organic reaction records. The reactants are COCC(CO)(CO)C (2-methoxymethyl2-methyl-1,3-propanediol), COCC=O (methoxyacetaldehyde), C(Cl)(Cl)Cl (chloroform), C1(=CC=C(C=C1)S(=O)(=O)[O-])C.[NH+]1=CC=CC=C1 (pyridinium p-toluenesulfonate). The solvent is O (water). Product: COCC1OCC(CO1)(C)COC (2,5-dimethoxymethyl-5-methyl-1,3-dioxane). Yield: 91.0%. RXN SMILES: [CH3:1][O:2][CH2:3][C:4]([CH3:9])([CH2:7]O)[CH2:5][OH:6].[CH3:10][O:11][CH2:12][CH:13]=[O:14].C(Cl)(Cl)Cl.C1(C)C=CC(S([O-])(=O)=O)=CC=1.[NH+]1C=CC=CC=1>O>[CH3:10][O:11][CH2:12][CH:13]1[O:6][CH2:5][C:4]([CH2:3][O:2][CH3:1])([CH3:9])[CH2:7][O:14]1 |f:3.4|. Procedure details: A mixture of 670 g (5 moles) of 2-methoxymethyl2-methyl-1,3-propanediol, 479 g (5.5 moles) of 85% strength methoxyacetaldehyde and 250 ml of chloroform was heated with 10 g of pyridinium p-toluenesulfonate under a water separator until water no longer separated off. The solution was deionized using a mixed-bed ion exchanger, the solvent was stripped off under reduced pressure and the residue was subjected to fractional distillation under reduced pressure. 864 g (91% yield) of 2,5-dimethoxymethyl...